Dataset: the Open Reaction Database (ORD), a public repository of structured organic reaction records. Task: describe an organic reaction: reactants, conditions, products, and yield Starting materials: FC1=CC=C(C=C1)C=1OC2=C(C1C(NC)=O)C=C(C=C2)C=2C(=CC(=C(C(=O)O)C2)OC)C (5-(2-(4-fluorophenyl)-3-(methylcarbamoyl)benzofuran-5-yl)-2-methoxy-4-methylbenzoic acid), CC1=C(N=CO1)C1(CC1)N (1-(5-methyloxazol-4-yl)cyclopropanamine), C=1C=CC2=C(C1)N=NN2O (HOBT), CCN=C=NCCCN(C)C.Cl (EDC.HCl), C(C)(C)N(CC)C(C)C (diisopropylehtylamine). The solvent is C(Cl)Cl (DCM). Conditions: time 12 hour. The product is FC1=CC=C(C=C1)C=1OC2=C(C1C(=O)NC)C=C(C=C2)C2=C(C=C(C(=C2)C(NC2(CC2)C=2N=COC2C)=O)OC)C (2-(4-Fluorophenyl)-5-(4-methoxy-2-methyl-5-(1-(5-methyloxazol-4-yl)cyclopropylcarbamoyl)phenyl)-N-methylbenzofuran-3-carboxamide). RXN SMILES: [F:1][C:2]1[CH:7]=[CH:6][C:5]([C:8]2[O:9][C:10]3[CH:20]=[CH:19][C:18]([C:21]4[C:22]([CH3:32])=[CH:23][C:24]([O:30][CH3:31])=[C:25]([CH:29]=4)[C:26](O)=[O:27])=[CH:17][C:11]=3[C:12]=2[C:13](=[O:16])[NH:14][CH3:15])=[CH:4][CH:3]=1.[CH3:33][C:34]1[O:38][CH:37]=[N:36][C:35]=1[C:39]1([NH2:42])[CH2:41][CH2:40]1.C1C=CC2N(O)N=NC=2C=1.CCN=C=NCCCN(C)C.Cl.C(N(C(C)C)CC)(C)C>C(Cl)Cl>[F:1][C:2]1[CH:3]=[CH:4][C:5]([C:8]2[O:9][C:10]3[CH:20]=[CH:19][C:18]([C:21]4[CH:29]=[C:25]([C:26](=[O:27])[NH:42][C:39]5([C:35]6[N:36]=[CH:37][O:38][C:34]=6[CH3:33])[CH2:41][CH2:40]5)[C:24]([O:30][CH3:31])=[CH:23][C:22]=4[CH3:32])=[CH:17][C:11]=3[C:12]=2[C:13]([NH:14][CH3:15])=[O:16])=[CH:6][CH:7]=1 |f:3.4|. Procedure details: To a mixture of 5-(2-(4-fluorophenyl)-3-(methylcarbamoyl)benzofuran-5-yl)-2-methoxy-4-methylbenzoic acid (0.2 g, 0.46 mmol, 1 eq), 1-(5-methyloxazol-4-yl)cyclopropanamine (0.06 g, 0.46 mmol, 1.0 eq), HOBT (0.062 g, 0.46 mmol, 1.0 eq), EDC.HCl (0.08, 0.46 mmol, 1.0 eq), in DCM at ambient temperature and under a nitrogen atmosphere was added diisopropylehtylamine (0.19 ml, 1.3 mmol, 3.0 eq). The clear mixture was stirred at ambient temperature for 12 h. The mixture was concentrated, diluted with w... Starting materials: C1(CCCCC1)C1=CC=CC(=N1)C(=O)O (6-cyclohexyl-pyridine-2-carboxylic acid), NC1C(CCCC1)O (2-aminocyclohexanol). Yields the product OC1C(CCCC1)NC(=O)C1=NC(=CC=C1)C1CCCCC1 (6-Cyclohexyl-pyridine-2-carboxylic acid (2-hydroxy-cyclohexyl)-amide). Reaction SMILES: [CH:1]1([C:7]2[N:12]=[C:11]([C:13]([OH:15])=O)[CH:10]=[CH:9][CH:8]=2)[CH2:6][CH2:5][CH2:4][CH2:3][CH2:2]1.[NH2:16][CH:17]1[CH2:22][CH2:21][CH2:20][CH2:19][CH:18]1[OH:23]>>[OH:23][CH:18]1[CH2:19][CH2:20][CH2:21][CH2:22][CH:17]1[NH:16][C:13]([C:11]1[CH:10]=[CH:9][CH:8]=[C:7]([CH:1]2[CH2:2][CH2:3][CH2:4][CH2:5][CH2:6]2)[N:12]=1)=[O:15]. Reported procedure: The title compound was synthesized in analogy to Example 1, using 6-cyclohexyl-pyridine-2-carboxylic acid (Example 7 b) and 2-aminocyclohexanol (CAN 6850-38-0) as starting materials, MS (EI): m/e=303.2 [M+H]+. Starting materials: ClC(C)(C)C1=CC=C(C=C1)I (1-(1-Chloro-1-methylethyl)-4-iodobenzene), N1CCOCC1 (morpholine). The solvent is CCOC(=O)C (EtOAc). Yields the product IC1=CC=C(C=C1)C(C)(C)N1CCOCC1 (4-[1-(4-Iodophenyl)-1-methylethyl]morpholine). RXN SMILES: Cl[C:2]([C:5]1[CH:10]=[CH:9][C:8]([I:11])=[CH:7][CH:6]=1)([CH3:4])[CH3:3].[NH:12]1[CH2:17][CH2:16][O:15][CH2:14][CH2:13]1>CCOC(C)=O>[I:11][C:8]1[CH:9]=[CH:10][C:5]([C:2]([N:12]2[CH2:17][CH2:16][O:15][CH2:14][CH2:13]2)([CH3:4])[CH3:3])=[CH:6][CH:7]=1. Procedure details: To a solution of 1-(1-Chloro-1-methylethyl)-4-iodobenzene (2 g, 7 mmol) in morpholine (10 mL) is added KI (0.5 g). The mixture is irradiated under microwave irradiation for 20 min at 160° C. (×10). The combined reaction mixtures are dissolved in EtOAc, washed with water, brine and dried over sodium sulphate. The solvent is concentrated under vacuum and purified by column chromatography (50% EtOAc in pet ether) to afford title compound as a light brown liquid. 1H NMR (DMSO-d6, 400 MHz): δ 7.65-7.... Reactants: Brc1ccc(Br)cc1, CCCC1COC(C(F)(F)F)N1, C1CCCCC1, [Li]CCCC, O. The product is CCCC(CO)NC(c1ccc(Br)cc1)C(F)(F)F. Reaction SMILES: [Br:12][c:13]1[cH:14][cH:15][c:16]([Br:17])[cH:18][cH:19]1.[CH2:20]([CH2:21][CH3:22])[CH:23]1[NH:24][CH:25]([C:28]([F:29])([F:30])[F:31])[O:26][CH2:27]1.[CH2:6]1[CH2:7][CH2:8][CH2:9][CH2:10][CH2:11]1.[Li:1][CH2:2][CH2:3][CH2:4][CH3:5].[OH2:32]>>[c:13]1([CH:25]([NH:24][CH:23]([CH2:20][CH2:21][CH3:22])[CH2:27][OH:26])[C:28]([F:29])([F:30])[F:31])[cH:14][cH:15][c:16]([Br:17])[cH:18][cH:19]1.